This data is from the Open Reaction Database (ORD), a public repository of structured organic reaction records. The task is: describe an organic reaction: reactants, conditions, products, and yield Reactants: C1(=CC=CC=C1)NC(=O)N[C@@H](C)C(=O)N1[C@H](C(=O)N2[C@H](C(=O)O)CCC2)CCC1 (N-phenylcarbamoyl-L-alanyl-L-prolyl-L-proline), N[C@@H](CCCNC(N)=N)C(=O)O (L-arginine). Solvent: O (water). Product: N[C@@H](CCCNC(N)=N)C(=O)O.C1(=CC=CC=C1)NC(=O)N[C@@H](C)C(=O)N1[C@H](C(=O)N2[C@H](C(=O)O)CCC2)CCC1 (N-phenylcarbamoyl-L-alanyl-L-prolyl-L-proline L-arginine salt). RXN SMILES: [C:1]1([NH:7][C:8]([NH:10][C@H:11]([C:13]([N:15]2[CH2:29][CH2:28][CH2:27][C@H:16]2[C:17]([N:19]2[CH2:26][CH2:25][CH2:24][C@H:20]2[C:21]([OH:23])=[O:22])=[O:18])=[O:14])[CH3:12])=[O:9])[CH:6]=[CH:5][CH:4]=[CH:3][CH:2]=1.[NH2:30][C@H:31]([C:39]([OH:41])=[O:40])[CH2:32][CH2:33][CH2:34][NH:35][C:36](=[NH:38])[NH2:37]>O>[NH2:30][C@H:31]([C:39]([OH:41])=[O:40])[CH2:32][CH2:33][CH2:34][NH:35][C:36](=[NH:37])[NH2:38].[C:1]1([NH:7][C:8]([NH:10][C@H:11]([C:13]([N:15]2[CH2:29][CH2:28][CH2:27][C@H:16]2[C:17]([N:19]2[CH2:26][CH2:25][CH2:24][C@H:20]2[C:21]([OH:23])=[O:22])=[O:18])=[O:14])[CH3:12])=[O:9])[CH:2]=[CH:3][CH:4]=[CH:5][CH:6]=1 |f:3.4|. Procedure: N-phenylcarbamoyl-L-alanyl-L-prolyl-L-proline (1.00 g-2.49 m mole) was dissolved in a solution of L-arginine (0.43 g, 2.49 m mole) in water, and the thus obtained solution was freeze-dried to give N-phenylcarbamoyl-L-alanyl-L-prolyl-L-proline L-arginine salt (1.38 g). Reactants: C1(=CC=CC=C1)COC1=C2C=NNC2=CC=C1 (4-[(Phenylmethyl)oxy]-1H-indazole), ClC=1C=C(C=CC1OC)B(O)O ([3-chloro-4-(methyloxy)phenyl]boronic acid), N1=CC=CC=C1 (pyridine). Reagents/catalysts: C(C)(=O)[O-].[Cu+2].C(C)(=O)[O-] (copper (II) acetate). Solvent: C(Cl)Cl (DCM). Product: ClC=1C=C(C=CC1OC)N1N=CC2=C(C=CC=C12)OCC1=CC=CC=C1 (1-[3-Chloro-4-(methyloxy)phenyl]-4-[(phenylmethyl)oxy]-1H-indazole). Isolated yield 57.8%. RXN SMILES: [C:1]1([CH2:7][O:8][C:9]2[CH:17]=[CH:16][CH:15]=[C:14]3[C:10]=2[CH:11]=[N:12][NH:13]3)[CH:6]=[CH:5][CH:4]=[CH:3][CH:2]=1.[Cl:18][C:19]1[CH:20]=[C:21](B(O)O)[CH:22]=[CH:23][C:24]=1[O:25][CH3:26].N1C=CC=CC=1>C(Cl)Cl.C([O-])(=O)C.[Cu+2].C([O-])(=O)C>[Cl:18][C:19]1[CH:20]=[C:21]([N:13]2[C:14]3[C:10](=[C:9]([O:8][CH2:7][C:1]4[CH:2]=[CH:3][CH:4]=[CH:5][CH:6]=4)[CH:17]=[CH:16][CH:15]=3)[CH:11]=[N:12]2)[CH:22]=[CH:23][C:24]=1[O:25][CH3:26] |f:4.5.6|. Reported procedure: The 4-[(phenylmethyl)oxy]-1H-indazole (D1) (500 mg, 2.23 mmol), the [3-chloro-4-(methyloxy)phenyl]boronic acid (831 mg, 4.46 mmol), copper (II) acetate (608 mg, 3.345 mmol), powdered molecular sieves (400 mg) and pyridine (0.36 mL, 4.46 mmol) in DCM (75 mL) were stirred at room temperature in the presence of air. After 5 days the mixture was filtered through a pad of celite and washed with water. The aqueous was re-extracted with DCM and the combined organics were washed with brine and dried ove... Starting materials: S(=O)(=O)(C1=CC=C(C)C=C1)N1C=CC=C1 (1-Tosyl-1H-pyrrole), ClS(=O)(=O)O (ClSO3H). Solvent: C(C)#N (ACN). Conditions: time 8 hour. The product is S(=O)(=O)(C1=CC=C(C)C=C1)N1C=C(C=C1)S(=O)(=O)Cl (1-Tosyl-1H-pyrrole-3-sulfonyl chloride). Isolated yield 20.1%. RXN SMILES: [S:1]([N:11]1[CH:15]=[CH:14][CH:13]=[CH:12]1)([C:4]1[CH:10]=[CH:9][C:7]([CH3:8])=[CH:6][CH:5]=1)(=[O:3])=[O:2].[Cl:16][S:17](O)(=[O:19])=[O:18]>C(#N)C>[S:1]([N:11]1[CH:15]=[CH:14][C:13]([S:17]([Cl:16])(=[O:19])=[O:18])=[CH:12]1)([C:4]1[CH:5]=[CH:6][C:7]([CH3:8])=[CH:9][CH:10]=1)(=[O:2])=[O:3]. Procedure details: To a stirred solution of compound 27a (5.0 g, 22.6 mmol) in ACN (50 mL) was carefully added ClSO3H (15.8 g, 136 mmol) and the solution was stirred at rt overnight, poured on ice-water and extracted with CHCl3 twice. The combined organic layers were washed with aq. NaHCO3 and brine (3×), concentrated and purified by CC (PE/EA=50/1) to give compound 27b (1.45 g, 20%) as a solid. Reactants: CC(C)(C)[SiH2]OC(C)(C)c1cc(C(F)(F)F)ccc1C(=O)C1CCCCC1, CC(C)O, [K+], [OH-], c1ccc(P(c2ccccc2)c2ccccc2CNC2CCCCC2NCc2ccccc2P(c2ccccc2)c2ccccc2)cc1. Yields the product CC(C)(C)[SiH2]OC(C)(C)c1cc(C(F)(F)F)ccc1C(O)C1CCCCC1. Reaction SMILES: [C:49]([CH3:50])([CH3:51])([CH3:52])[SiH2:53][O:54][C:55]([c:56]1[c:57]([C:66](=[O:67])[CH:68]2[CH2:69][CH2:70][CH2:71][CH2:72][CH2:73]2)[cH:58][cH:59][c:60]([C:62]([F:63])([F:64])[F:65])[cH:61]1)([CH3:74])[CH3:75].[CH:78]([OH:79])([CH3:80])[CH3:81].[K+:77].[OH-:76].[c:1]1([P:2]([c:3]2[cH:4][cH:5][cH:6][cH:7][cH:8]2)[c:9]2[cH:10][cH:11][cH:12][cH:13][c:14]2[CH2:15][NH:16][CH:17]2[CH2:18][CH2:19][CH2:20][CH2:21][CH:22]2[NH:23][CH2:24][c:25]2[cH:26][cH:27][cH:28][cH:29][c:30]2[P:31]([c:32]2[cH:33][cH:34][cH:35][cH:36][cH:37]2)[c:38]2[cH:39][cH:40][cH:41][cH:42][cH:43]2)[cH:44][cH:45][cH:46][cH:47][cH:48]1>>[C:49]([CH3:50])([CH3:51])([CH3:52])[SiH2:53][O:54][C:55]([c:56]1[c:57]([CH:66]([OH:67])[CH:68]2[CH2:69][CH2:70][CH2:71][CH2:72][CH2:73]2)[cH:58][cH:59][c:60]([C:62]([F:63])([F:64])[F:65])[cH:61]1)([CH3:74])[CH3:75]. Reactants: CC(=O)NCCS, CCO, Clc1ccc2nccn2n1, [H-], [Na+]. The product is CC(=O)NCCSc1ccc2nccn2n1. Reaction SMILES: [C:1]([CH3:2])(=[O:3])[NH:4][CH2:5][CH2:6][SH:7].[CH3:20][CH2:21][OH:22].[Cl:10][c:11]1[cH:12][cH:13][c:14]2[n:15]([n:16]1)[cH:17][cH:18][n:19]2.[H-:8].[Na+:9]>>[C:1]([CH3:2])(=[O:3])[NH:4][CH2:5][CH2:6][S:7][c:11]1[cH:12][cH:13][c:14]2[n:15]([n:16]1)[cH:17][cH:18][n:19]2.